From a dataset of the Open Reaction Database (ORD), a public repository of structured organic reaction records. describe an organic reaction: reactants, conditions, products, and yield The reactants are [H-].[Na+] (sodium hydride), C(C)S (ethanethiol), CN(CCN1C(=O)C=2C=C(C=3NC4=CC=C(C=C4C3C2C1=O)OC)COC)C (N-(2-dimethylaminoethyl)-6-methoxy-1-methoxymethylcarbazole-3,4-dicarboximide). The solvent is CN(C=O)C (N,N-dimethylformamide), CN(C=O)C (N,N-dimethylformamide). Product: CN(CCN1C(=O)C=2C=C(C=3NC4=CC=C(C=C4C3C2C1=O)O)COC)C (N-(2-dimethylaminoethyl)-6-hydroxy-1-methoxymethylcarbazole-3,4-dicarboximide). Isolated yield 34.6%. RXN SMILES: [H-].[Na+].C(S)C.[CH3:6][N:7]([CH3:33])[CH2:8][CH2:9][N:10]1[C:26](=[O:27])[C:25]2[C:24]3[C:23]4[C:18](=[CH:19][CH:20]=[C:21]([O:28]C)[CH:22]=4)[NH:17][C:16]=3[C:15]([CH2:30][O:31][CH3:32])=[CH:14][C:13]=2[C:11]1=[O:12]>CN(C)C=O>[CH3:6][N:7]([CH3:33])[CH2:8][CH2:9][N:10]1[C:26](=[O:27])[C:25]2[C:24]3[C:23]4[C:18](=[CH:19][CH:20]=[C:21]([OH:28])[CH:22]=4)[NH:17][C:16]=3[C:15]([CH2:30][O:31][CH3:32])=[CH:14][C:13]=2[C:11]1=[O:12] |f:0.1|. Procedure details: 520 mg of 60% sodium hydride was suspended in 10 ml of N,N-dimethylformamide. Thereto was dropwise added a solution of 0.87 ml of ethanethiol dissolved in 5 ml of N,N-dimethylformamide, in 5 minutes with stirring at room temperature. Then, thereto was added 90 mg of N-(2-dimethylaminoethyl)-6-methoxy-1-methoxymethylcarbazole-3,4-dicarboximide. The mixture was stirred at room temperature overnight. The solvent was removed by distillation under reduced pressure. The residue was mixed with 50 ml of... Starting materials: C(C)(C)(C)OC(NC[C@H](C1=CC=CC=C1)NC(=O)C1=NN(C2=C1CCCC=1C2=NC(=NC1)NC1=C(C=C(C=C1)C(NC1CCN(CC1)C)=O)OC)C)=O (tert-butyl[(2S)-2-({[9-({2-methoxy-4-[(1-methylpiperidin-4-yl)carbamoyl]phenyl}amino)-1-methyl-1,4,5,6-tetrahydropyrazolo[4′,3′:6,7]cyclohepta[1,2-d]pyrimidin-3-yl]carbonyl}amino)-2-phenylethyl]carbamate), Cl (HCl). Run in CO (MeOH), C1CCOC1 (THF), O1CCOCC1 (dioxane). Run at time 4 hour. Product: Cl.Cl.NC[C@H](C1=CC=CC=C1)NC(=O)C1=NN(C2=C1CCCC=1C2=NC(=NC1)NC1=C(C=C(C=C1)C(NC1CCN(CC1)C)=O)OC)C (N-[(1S)-2-amino-1-phenylethyl]-9-({2-methoxy-4-[(1-methylpiperidin-4-yl)carbamoyl]phenyl}amino)-1-methyl-1,4,5,6-tetrahydropyrazolo[4′,3′:6,7]cyclohepta[1,2-d]pyrimidine-3-carboxamide dihydrochloride). RXN SMILES: C(OC(=O)[NH:7][CH2:8][C@@H:9]([NH:16][C:17]([C:19]1[C:23]2[CH2:24][CH2:25][CH2:26][C:27]3[C:28](=[N:29][C:30]([NH:33][C:34]4[CH:39]=[CH:38][C:37]([C:40](=[O:49])[NH:41][CH:42]5[CH2:47][CH2:46][N:45]([CH3:48])[CH2:44][CH2:43]5)=[CH:36][C:35]=4[O:50][CH3:51])=[N:31][CH:32]=3)[C:22]=2[N:21]([CH3:52])[N:20]=1)=[O:18])[C:10]1[CH:15]=[CH:14][CH:13]=[CH:12][CH:11]=1)(C)(C)C.[ClH:54]>CO.C1COCC1.O1CCOCC1>[ClH:54].[ClH:54].[NH2:7][CH2:8][C@@H:9]([NH:16][C:17]([C:19]1[C:23]2[CH2:24][CH2:25][CH2:26][C:27]3[C:28](=[N:29][C:30]([NH:33][C:34]4[CH:39]=[CH:38][C:37]([C:40](=[O:49])[NH:41][CH:42]5[CH2:47][CH2:46][N:45]([CH3:48])[CH2:44][CH2:43]5)=[CH:36][C:35]=4[O:50][CH3:51])=[N:31][CH:32]=3)[C:22]=2[N:21]([CH3:52])[N:20]=1)=[O:18])[C:10]1[CH:11]=[CH:12][CH:13]=[CH:14][CH:15]=1 |f:5.6.7|. Procedure: To a solution of tert-butyl[(2S)-2-({[9-({2-methoxy-4-[(1-methylpiperidin-4-yl)carbamoyl]phenyl}amino)-1-methyl-1,4,5,6-tetrahydropyrazolo[4′,3′:6,7]cyclohepta[1,2-d]pyrimidin-3-yl]carbonyl}amino)-2-phenylethyl]carbamate (0.010 g, 0.014 mmol) in MeOH (0.2 mL) and THF (0.5 mL), 4M HCl in dioxane (0.2 mL) was added. The mixture was stirred at room temperature for 4 h. The organic solvent was evaporated to dryness to give the title compound in quantitative yield. The reactants are C(C1=CC=CC=C1)OC(=O)N(S(=O)(=O)C1=CC=C(C=C1)Cl)CC(C=1C=NC=CC1)C1=CC=C(C=C1)OCC(=O)OCC (ethyl 4-{2-[N-benzyloxycarbonyl-N-(4-chlorobenzenesulfonyl)amino]-1-(3pyridyl)ethyl}phenyloxyacetate). Reagents/catalysts: [C].[Pd] (palladium-carbon). Solvent: C(C)O (ethanol). Yields the product ClC1=CC=C(C=C1)S(=O)(=O)NCC(C=1C=NC=CC1)C1=CC=C(C=C1)OCC(=O)OCC (ethyl 4-[2-(4-chlorobenzenesulfonamido)-1-(3-pyridyl)ethyl]phenyloxyacetate). As a reaction SMILES: C(OC([N:11]([CH2:22][CH:23]([C:30]1[CH:35]=[CH:34][C:33]([O:36][CH2:37][C:38]([O:40][CH2:41][CH3:42])=[O:39])=[CH:32][CH:31]=1)[C:24]1[CH:25]=[N:26][CH:27]=[CH:28][CH:29]=1)[S:12]([C:15]1[CH:20]=[CH:19][C:18]([Cl:21])=[CH:17][CH:16]=1)(=[O:14])=[O:13])=O)C1C=CC=CC=1>C(O)C.[C].[Pd]>[Cl:21][C:18]1[CH:19]=[CH:20][C:15]([S:12]([NH:11][CH2:22][CH:23]([C:30]2[CH:35]=[CH:34][C:33]([O:36][CH2:37][C:38]([O:40][CH2:41][CH3:42])=[O:39])=[CH:32][CH:31]=2)[C:24]2[CH:25]=[N:26][CH:27]=[CH:28][CH:29]=2)(=[O:13])=[O:14])=[CH:16][CH:17]=1 |f:2.3|. Procedure details: In 10 ml of ethanol were suspended 0.23 g of the thus obtained ethyl 4-{2-[N-benzyloxycarbonyl-N-(4-chlorobenzenesulfonyl)amino]-1-(3pyridyl)ethyl}phenyloxyacetate and 0.14 g of 10% palladium-carbon. The thus prepared suspension was subjected to 14 hours of catalytic reduction reaction at ambient temperature and pressure. The resulting reaction mixture was filtered to collect filtrate, and the solvent in the filtrate was removed by distillation under a reduced pressure. Thereafter, the resulting... Starting materials: [BH4-], COC(=O)C1CC(Nc2ccc([N+](=O)[O-])cc2C(=O)NCc2ccc(OC)c(OC)c2)CN1C(=O)OC(C)(C)C, CCO, [Cl-], [Li+], [Na+], C1CCOC1. The product is COc1ccc(CNC(=O)c2cc([N+](=O)[O-])ccc2NC2CC(CO)N(C(=O)OC(C)(C)C)C2)cc1OC. As a reaction SMILES: [BH4-:43].[C:1]([CH3:2])([CH3:3])([CH3:4])[O:5][C:6](=[O:7])[N:8]1[CH2:9][CH:10]([NH:17][c:18]2[c:19]([C:20](=[O:21])[NH:22][CH2:23][c:24]3[cH:25][c:26]([O:32][CH3:33])[c:27]([O:30][CH3:31])[cH:28][cH:29]3)[cH:34][c:35]([N+:38](=[O:39])[O-:40])[cH:36][cH:37]2)[CH2:11][CH:12]1[C:13](=[O:14])[O:15][CH3:16].[CH3:50][CH2:51][OH:52].[Cl-:42].[Li+:41].[Na+:44].[O:45]1[CH2:46][CH2:47][CH2:48][CH2:49]1>>[C:1]([CH3:2])([CH3:3])([CH3:4])[O:5][C:6](=[O:7])[N:8]1[CH2:9][CH:10]([NH:17][c:18]2[c:19]([C:20](=[O:21])[NH:22][CH2:23][c:24]3[cH:25][c:26]([O:32][CH3:33])[c:27]([O:30][CH3:31])[cH:28][cH:29]3)[cH:34][c:35]([N+:38](=[O:39])[O-:40])[cH:36][cH:37]2)[CH2:11][CH:12]1[CH2:13][OH:14]. The reactants are CO, CCOC(=O)N(C)c1c(C(=O)OC)ccc(Cl)c1Cl, [Na+], [OH-]. Product: CCOC(=O)N(C)c1c(C(=O)O)ccc(Cl)c1Cl. RXN SMILES: [CH3:22][OH:23].[Cl:3][c:4]1[c:5]([N:15]([C:16](=[O:17])[O:18][CH2:19][CH3:20])[CH3:21])[c:6]([C:7](=[O:8])[O:9][CH3:10])[cH:11][cH:12][c:13]1[Cl:14].[Na+:2].[OH-:1]>>[Cl:3][c:4]1[c:5]([N:15]([C:16](=[O:17])[O:18][CH2:19][CH3:20])[CH3:21])[c:6]([C:7](=[O:8])[OH:9])[cH:11][cH:12][c:13]1[Cl:14]. Starting materials: C(C)(C)(C)OC(CN1C(N(C2=C1C=CC=C2)CC2=NC1=C(N2CCC(C)C)C=CC(=C1)C#N)=O)=O ({3-[5-Cyano-1-(3-methyl-butyl)-1H-benzoimidazol-2-ylmethyl]-2-oxo-2,3-dihydro-benzoimidazol-1-yl}-acetic acid tert-butyl ester), Cl.NO (hydroxylamine hydrochloride), C(=O)([O-])[O-].[K+].[K+] (K2CO3). The solvent is CCO (EtOH). Product: C(C)(C)(C)OC(CN1C(N(C2=C1C=CC=C2)CC2=NC1=C(N2CCC(C)C)C=CC(=C1)C(NO)=N)=O)=O ({3-[5-(N-Hydroxycarbamimidoyl)-1-(3-methyl-butyl)-1H-benzoimidazol-2-ylmethyl]-2-oxo-2,3-dihydro-benzoimidazol-1-yl}-acetic acid tert-butyl ester). The yield is 54.2%. As a reaction SMILES: [C:1]([O:5][C:6](=[O:35])[CH2:7][N:8]1[C:12]2[CH:13]=[CH:14][CH:15]=[CH:16][C:11]=2[N:10]([CH2:17][C:18]2[N:22]([CH2:23][CH2:24][CH:25]([CH3:27])[CH3:26])[C:21]3[CH:28]=[CH:29][C:30]([C:32]#[N:33])=[CH:31][C:20]=3[N:19]=2)[C:9]1=[O:34])([CH3:4])([CH3:3])[CH3:2].Cl.[NH2:37][OH:38].C([O-])([O-])=O.[K+].[K+]>CCO>[C:1]([O:5][C:6](=[O:35])[CH2:7][N:8]1[C:12]2[CH:13]=[CH:14][CH:15]=[CH:16][C:11]=2[N:10]([CH2:17][C:18]2[N:22]([CH2:23][CH2:24][CH:25]([CH3:27])[CH3:26])[C:21]3[CH:28]=[CH:29][C:30]([C:32](=[NH:33])[NH:37][OH:38])=[CH:31][C:20]=3[N:19]=2)[C:9]1=[O:34])([CH3:3])([CH3:4])[CH3:2] |f:1.2,3.4.5|. Reported procedure: {3-[5-Cyano-1-(3-methyl-butyl)-1H-benzoimidazol-2-ylmethyl]-2-oxo-2,3-dihydro-benzoimidazol-1-yl}-acetic acid tert-butyl ester (1.5 g, 3.17 mmol), hydroxylamine hydrochloride (660 mg, 9.5 mmol) and K2CO3 (657 mg, 4.75 mmol) are dissolved in EtOH (40 ml) and heated to reflux for 12 h. The reaction mixture was cooled and the product was isolated by filtration to give 870 mg (54%) of {3-[5-(N-Hydroxycarbamimidoyl)-1-(3-methyl-butyl)-1H-benzoimidazol-2-ylmethyl]-2-oxo-2,3-dihydro-benzoimidazol-1-yl}... Starting materials: CC=1C=C(C=C(C1)C)NN (3,5-dimethylphenylhydrazine), FC=1C=C2CCC(C2=CC1)=O (5-fluoro-1-indanone). The reagents and catalysts are C(C)(=O)O (acetic acid). Solvent: C(C)O (ethanol). Run at temperature 85 celsius. Product: FC=1C=C2CC3=C(NC=4C=C(C=C(C34)C)C)C2=CC1 (2-fluoro-7,9-dimethyl-5,10-dihydroindeno[1,2-b]indole). RXN SMILES: [CH3:1][C:2]1[CH:3]=[C:4]([NH:9]N)[CH:5]=[C:6]([CH3:8])[CH:7]=1.[F:11][C:12]1[CH:13]=[C:14]2[C:18](=[CH:19][CH:20]=1)[C:17](=O)[CH2:16][CH2:15]2>C(O)C.C(O)(=O)C>[F:11][C:12]1[CH:13]=[C:14]2[C:18](=[CH:19][CH:20]=1)[C:17]1[NH:9][C:4]3[CH:5]=[C:6]([CH3:8])[CH:7]=[C:2]([CH3:1])[C:3]=3[C:16]=1[CH2:15]2. Procedure details: To a solution of 3,5-dimethylphenylhydrazine (2.54 g, 14.7 mmol) and 5-fluoro-1-indanone (2.21 g, 14.7 mmol) in ethanol (24 mL) was added glacial acetic acid (3 drops). The solution was stirred at reflux (85° C.) for 15 minutes and cooled to room temperature. Ethanol was removed in vacuo and the resulting orange solid was dissolved in isopropanol (24 mL). Sulfuric acid (36N, 1.65 mL) was added via syringe and the mixture was stirred at reflux (90° C.) for 17 hours and subsequently cooled to room... The reactants are [C-]#N.[Na+] (sodium cyanide), O (water), BrCC=1SC=CC1C#N (2-Bromomethyl-3-cyanothiophene). Solvent: C(C)(=O)OCC (ethyl acetate), C1(=CC=CC=C1)C (toluene). Reaction conditions: temperature 80 celsius, time 8 hour. Product: C(#N)CC=1SC=CC1C#N (2-Cyanomethyl-3-cyanothiophene). The yield is 40.9%. Reaction SMILES: Br[CH2:2][C:3]1[S:4][CH:5]=[CH:6][C:7]=1[C:8]#[N:9].[C-:10]#[N:11].[Na+].O>C1(C)C=CC=CC=1.C(OCC)(=O)C>[C:10]([CH2:2][C:3]1[S:4][CH:5]=[CH:6][C:7]=1[C:8]#[N:9])#[N:11] |f:1.2|. Procedure: 2-Bromomethyl-3-cyanothiophene (2.746 g) was dissolved in toluene (40 ml), followed by the addition of a solution of sodium cyanide (2.002 g)/water (15 ml), and the mixture was stirred at 80° C. overnight. The reaction mixture was diluted with ethyl acetate and washed with an aqueous solution of saturated sodium bicarbonate, dried (over MgSO4) and evaporated. The resulting residue was purified by silica gel column chromatography (ethyl acetate/hexane system), to give the title compound as a pale...